This data is from the Open Reaction Database (ORD), a public repository of structured organic reaction records. The task is: describe an organic reaction: reactants, conditions, products, and yield The reactants are C, CN1Cc2c(CCl)ncn2-c2ccccc2C1=O, [Na+], [OH-], [Pd]. Product: Cc1ncn2c1CN(C)C(=O)c1ccccc1-2. RXN SMILES: [C:21].[Cl:1][CH2:2][c:3]1[n:4][cH:5][n:6]2[c:7]1[CH2:8][N:9]([CH3:18])[C:10](=[O:17])[c:11]1[c:12]-2[cH:13][cH:14][cH:15][cH:16]1.[Na+:20].[OH-:19].[Pd:22]>>[CH3:2][c:3]1[n:4][cH:5][n:6]2[c:7]1[CH2:8][N:9]([CH3:18])[C:10](=[O:17])[c:11]1[c:12]-2[cH:13][cH:14][cH:15][cH:16]1. The reactants are C1CCOC1, O=S(Cl)Cl, O=C(O)c1ccc2nccnc2c1. Product: O=C(Cl)c1ccc2nccnc2c1. RXN SMILES: [CH2:18]1[O:19][CH2:20][CH2:21][CH2:22]1.[S:14]([Cl:15])([Cl:16])=[O:17].[n:1]1[cH:2][cH:3][n:4][c:5]2[cH:6][c:7]([C:11](=[O:12])[OH:13])[cH:8][cH:9][c:10]12>>[n:1]1[cH:2][cH:3][n:4][c:5]2[cH:6][c:7]([C:11](=[O:13])[Cl:16])[cH:8][cH:9][c:10]12. Reactants: C(C1=CC=CC=C1)OC(NCCC=1N(C(C=C(N1)C1=NC=NC=C1)=O)C)=O ([2-(1-methyl-6-oxo-1,6-dihydro-[4,4′]bipyrimidinyl-2-yl)-ethyl]-carbamic acid benzyl ester), Br (hydrobromide). Solvent: C(C)(=O)O (acetic acid). Conditions: time 2 hour. The product is NCCC=1N(C(C=C(N1)C1=NC=NC=C1)=O)C (2-(2-Amino-ethyl)-1-methyl-1H-[4,4′]bipyrimidinyl-6-one). Yield: 76.3%. RXN SMILES: C(OC(=O)[NH:10][CH2:11][CH2:12][C:13]1[N:14]([CH3:26])[C:15](=[O:25])[CH:16]=[C:17]([C:19]2[CH:24]=[CH:23][N:22]=[CH:21][N:20]=2)[N:18]=1)C1C=CC=CC=1.Br>C(O)(=O)C>[NH2:10][CH2:11][CH2:12][C:13]1[N:14]([CH3:26])[C:15](=[O:25])[CH:16]=[C:17]([C:19]2[CH:24]=[CH:23][N:22]=[CH:21][N:20]=2)[N:18]=1. Procedure: 1.43 g (3.93 mmol) of [2-(1-methyl-6-oxo-1,6-dihydro-[4,4′]bipyrimidinyl-2-yl)-ethyl]-carbamic acid benzyl ester was dissolved in 4.43 g (31.44 mmol) of hydrobromide acid in acetic acid. The mixture was stirred at room temperature for 2 h and concentrated in vacuo. The resulting precipitate was dissolved in water, basified with an aqueous solution of sodium hydroxide (30%) and extracted with a mixture of dichloromethane/methanol/aqueous ammonia solution (29%) in the proportions 80/20/2. The comb... Starting materials: C1=CC=CC=2C3=CC=CC=C3C(C12)=O (9-fluorenone), S(O)(O)(=O)=O (sulfuric acid), [N-]=[N+]=[N-].[Na+] (sodium azide). Yields the product C1=CC=CC=2NC(C3=CC=CC=C3C12)=O (6(5H)-phenanthridinone). As a reaction SMILES: [CH:1]1[C:13]2[C:12](=[O:14])[C:11]3[C:6](=[CH:7][CH:8]=[CH:9][CH:10]=3)[C:5]=2[CH:4]=[CH:3][CH:2]=1.S(=O)(=O)(O)O.[N-:20]=[N+]=[N-].[Na+]>>[CH:4]1[C:5]2[C:6]3[C:11](=[CH:10][CH:9]=[CH:8][CH:7]=3)[C:12](=[O:14])[NH:20][C:13]=2[CH:1]=[CH:2][CH:3]=1 |f:2.3|. Procedure details: In Scheme I, a 9-fluorenone (A) is treated with sulfuric acid and aqueous sodium azide in a ring-expansion, or Schmidt, reaction to produce 6(5H)-phenanthridinone (B). Nitration of (B) produces 2-nitro-6(5H)-phenanthridinone (C) as a major product, which is then reduced by Fe, NH4CI and DMF, or catalytic dehdrogcnation, to produce 2-amino-6(5H)-phenanthridinone (D). In general, a compound falling within Formula II is prepared by modifying the parent molecule 6(5H)-Phenanthridinone. See, e g., U.... Starting materials: CC(=O)O, CC(C)CC(NC(CCO[Si](C)(C)C(C)(C)C)C(=O)OC(C)(C)C)C(=O)NCc1cccnc1, O. Product: CC(C)CC(NC(CCO)C(=O)OC(C)(C)C)C(=O)NCc1cccnc1. Reaction SMILES: [C:36]([OH:37])(=[O:38])[CH3:39].[CH3:1][C:2]([CH3:3])([CH3:4])[O:5][C:6]([CH:7]([CH2:8][CH2:9][O:10][Si:11]([C:12]([CH3:13])([CH3:14])[CH3:15])([CH3:16])[CH3:17])[NH:18][CH:19]([CH2:20][CH:21]([CH3:22])[CH3:23])[C:24](=[O:25])[NH:26][CH2:27][c:28]1[cH:29][n:30][cH:31][cH:32][cH:33]1)=[O:34].[OH2:35]>>[CH3:1][C:2]([CH3:3])([CH3:4])[O:5][C:6]([CH:7]([CH2:8][CH2:9][OH:10])[NH:18][CH:19]([CH2:20][CH:21]([CH3:22])[CH3:23])[C:24](=[O:25])[NH:26][CH2:27][c:28]1[cH:29][n:30][cH:31][cH:32][cH:33]1)=[O:34]. Starting materials: Cc1nn(-c2cc(OC(C)C)c(Cl)cc2Cl)c(=O)n1CF, O, O=S(=O)(O)O. The product is Cc1nn(-c2cc(O)c(Cl)cc2Cl)c(=O)n1CF. Reaction SMILES: [Cl:6][c:7]1[c:8](-[n:18]2[n:19][c:20]([CH3:26])[n:21]([CH2:24][F:25])[c:22]2=[O:23])[cH:9][c:10]([O:14][CH:15]([CH3:16])[CH3:17])[c:11]([Cl:13])[cH:12]1.[OH2:27].[S:1](=[O:2])(=[O:3])([OH:4])[OH:5]>>[Cl:6][c:7]1[c:8](-[n:18]2[n:19][c:20]([CH3:26])[n:21]([CH2:24][F:25])[c:22]2=[O:23])[cH:9][c:10]([OH:14])[c:11]([Cl:13])[cH:12]1. Starting materials: CS (methyl mercaptan), C(C)OCC (diethyl ether), N1CCOCC1 (morpholine), F[B-](F)(F)F.C(C1=CC=CC=C1)=N[N+]1=C(N(C=C1)N=CC1=CC=CC=C1)SC (1,3-bis-(benzylideneamino)-2-(methylthio)imidazolium tetrafluoroborate), CS (methyl mercaptan). The solvent is CN(C=O)C (dimethylformamide). Yields the product F[B-](F)(F)F.C(C1=CC=CC=C1)=N[N+]1=C(N(C=C1)N=CC1=CC=CC=C1)N1CCOCC1 (1,3-bis(benzylideneamino)-2-morpholinoimidazolium tetrafluoroborate). RXN SMILES: [NH:1]1[CH2:6][CH2:5][O:4][CH2:3][CH2:2]1.[F:7][B-:8]([F:11])([F:10])[F:9].[CH:12](=[N:19][N+:20]1[CH:24]=[CH:23][N:22]([N:25]=[CH:26][C:27]2[CH:32]=[CH:31][CH:30]=[CH:29][CH:28]=2)[C:21]=1SC)[C:13]1[CH:18]=[CH:17][CH:16]=[CH:15][CH:14]=1.CS.C(OCC)C>CN(C)C=O>[F:7][B-:8]([F:11])([F:10])[F:9].[CH:12](=[N:19][N+:20]1[CH:24]=[CH:23][N:22]([N:25]=[CH:26][C:27]2[CH:32]=[CH:31][CH:30]=[CH:29][CH:28]=2)[C:21]=1[N:1]1[CH2:6][CH2:5][O:4][CH2:3][CH2:2]1)[C:13]1[CH:14]=[CH:15][CH:16]=[CH:17][CH:18]=1 |f:1.2,6.7|. Procedure: 1.45 g of absolute morpholine are added under an argon atmosphere to 4.1 g of 1,3-bis-(benzylideneamino)-2-(methylthio)imidazolium tetrafluoroborate in 15 ml of absolute dimethylformamide, whereby the evolution of methyl mercaptan occurs immediately and a yellow-orange solution results. The solution is stirred at room temperature until the cleavage of methyl mercaptan is complete (about 12 hours). Then the solution is treated with 120 ml of diethyl ether and the resulting, slightly yellowish pre...